Dataset: the Open Reaction Database (ORD), a public repository of structured organic reaction records. Task: describe an organic reaction: reactants, conditions, products, and yield The reactants are CC(C(=O)Cl)(C)C (2,2-Dimethyl-propionyl chloride), ClC1=CC2=C(N3C(=NN=C3CNC2)C2CCN(CC2)C2=NC=CC=C2)C=C1 (8-Chloro-1-(3,4,5,6-tetrahydro-2H-[1,2′]bipyridinyl-4-yl)-5,6-dihydro-4H-2,3,5,10b-tetraaza-benzo[e]azulene). Product: Cl.Cl.ClC1=CC2=C(N3C(=NN=C3CN(C2)C(C(C)(C)C)=O)C2CCN(CC2)C2=NC=CC=C2)C=C1 (1-[8-Chloro-1-(3,4,5,6-tetrahydro-2H-[1,2′]bipyridinyl-4-yl)-4H,6H-2,3,5,10b-tetraaza-benzo[e]azulen-5-yl]-2,2-dimethyl-propan-1-one dihydrochloride). Yield: 54.0%. Reaction SMILES: [CH3:1][C:2]([CH3:7])([CH3:6])[C:3]([Cl:5])=[O:4].[Cl:8][C:9]1[CH:34]=[CH:33][C:12]2[N:13]3[C:17]([CH2:18][NH:19][CH2:20][C:11]=2[CH:10]=1)=[N:16][N:15]=[C:14]3[CH:21]1[CH2:26][CH2:25][N:24]([C:27]2[CH:32]=[CH:31][CH:30]=[CH:29][N:28]=2)[CH2:23][CH2:22]1>>[ClH:5].[ClH:8].[Cl:8][C:9]1[CH:34]=[CH:33][C:12]2[N:13]3[C:17]([CH2:18][N:19]([C:3](=[O:4])[C:2]([CH3:7])([CH3:6])[CH3:1])[CH2:20][C:11]=2[CH:10]=1)=[N:16][N:15]=[C:14]3[CH:21]1[CH2:22][CH2:23][N:24]([C:27]2[CH:32]=[CH:31][CH:30]=[CH:29][N:28]=2)[CH2:25][CH2:26]1 |f:2.3.4|. Reported procedure: The title compound was prepared from 2,2-Dimethyl-propionyl chloride and the amine of example 4, in 54% yield, using the procedure described in example 8. The product is BrC=1C=NC=C(C1)C1=CC=CC=C1 (3-bromo-5-phenylpyridine). The reagents and catalysts are C1(=CC=CC=C1)P(C1=CC=CC=C1)C1=CC=CC=C1.C1(=CC=CC=C1)P(C1=CC=CC=C1)C1=CC=CC=C1.C1(=CC=CC=C1)P(C1=CC=CC=C1)C1=CC=CC=C1.C1(=CC=CC=C1)P(C1=CC=CC=C1)C1=CC=CC=C1.[Pd] (palladium tetra(triphenylphosphine)). Solvent: C1(=CC=CC=C1)C (toluene). The reactants are BrC=1C=NC=C(C1)Br (3,5-dibromopyridine), C1(=CC=CC=C1)B(O)O (phenylboronic acid), C([O-])([O-])=O.[Na+].[Na+] (sodium carbonate). Procedure details: Portions of 3,5-dibromopyridine (1.0 g, 4.22 mmol), phenylboronic acid (570 mg, 4.6 mmol) and palladium tetra(triphenylphosphine) (60 mg) were combined in toluene (20 mL) with aqueous sodium carbonate solution (2M, 3.0 mL) and heated at reflux for 6 hours. The mixture was cooled to ambient temperature, and the solvent was removed. The residue was purified by chromatography (silica gel, eluting with ether:hexane 1:10 to give the title compound: MS (CI/NH3) m/z: 234/236 (M+H)+, 251/153 (M+NH4)+ ; ... RXN SMILES: Br[C:2]1[CH:3]=[N:4][CH:5]=[C:6]([Br:8])[CH:7]=1.[C:9]1(B(O)O)[CH:14]=[CH:13][CH:12]=[CH:11][CH:10]=1.C(=O)([O-])[O-].[Na+].[Na+]>C1(C)C=CC=CC=1.C1(P(C2C=CC=CC=2)C2C=CC=CC=2)C=CC=CC=1.C1(P(C2C=CC=CC=2)C2C=CC=CC=2)C=CC=CC=1.C1(P(C2C=CC=CC=2)C2C=CC=CC=2)C=CC=CC=1.C1(P(C2C=CC=CC=2)C2C=CC=CC=2)C=CC=CC=1.[Pd]>[Br:8][C:6]1[CH:5]=[N:4][CH:3]=[C:2]([C:9]2[CH:14]=[CH:13][CH:12]=[CH:11][CH:10]=2)[CH:7]=1 |f:2.3.4,6.7.8.9.10|. The reactants are C(CCCCCCC)C1=CC=C(C=C1)C=1SC(=CN1)C1=CC=C(C=C1)O (2-(4-octylphenyl)-5-(4-hydroxyphenyl)thiazole), [OH-].[K+] (potassium hydroxide), O (water), C(CCCCC)I (hexyl iodide). The solvent is CN(C=O)C (N,N-dimethylformamide). Reaction conditions: temperature 100 celsius, time 45 minute. Product: C(CCCCCCC)C1=CC=C(C=C1)C=1SC(=CN1)C1=CC=C(C=C1)OCCCCCC (2-(4-octylphenyl)-5-(4-hexyloxyphenyl)thiazole). The yield is 32.5%. Reaction SMILES: [CH2:1]([C:9]1[CH:14]=[CH:13][C:12]([C:15]2[S:16][C:17]([C:20]3[CH:25]=[CH:24][C:23]([OH:26])=[CH:22][CH:21]=3)=[CH:18][N:19]=2)=[CH:11][CH:10]=1)[CH2:2][CH2:3][CH2:4][CH2:5][CH2:6][CH2:7][CH3:8].[OH-].[K+].[CH2:29](I)[CH2:30][CH2:31][CH2:32][CH2:33][CH3:34].O>CN(C)C=O>[CH2:1]([C:9]1[CH:14]=[CH:13][C:12]([C:15]2[S:16][C:17]([C:20]3[CH:21]=[CH:22][C:23]([O:26][CH2:29][CH2:30][CH2:31][CH2:32][CH2:33][CH3:34])=[CH:24][CH:25]=3)=[CH:18][N:19]=2)=[CH:11][CH:10]=1)[CH2:2][CH2:3][CH2:4][CH2:5][CH2:6][CH2:7][CH3:8] |f:1.2|. Procedure details: To a solution of 0.40 g (1.10 mM) of 2-(4-octylphenyl)-5-(4-hydroxyphenyl)thiazole in 20 ml of N,N-dimethylformamide (DMF), 0.40 g (1.10 mM) of potassium hydroxide was added, followed by stirring for 45 minutes at 100° C. To the mixture, 0.36 g (1.70 mM) of hexyl iodide was added at 100° C. under stirring, followed by further stirring for 6 hours and 16 minutes at 120° C. After the reaction, the reaction mixture was poured into 100 ml of water and extracted with ethyl acetate. The organic layer ... Reactants: O=C1CCN(Cc2ccccc2)CC1, COc1ncccc1-c1cc2ccccc2[nH]1, CC(=O)O. The product is COc1ncccc1-c1[nH]c2ccccc2c1C1=CCN(Cc2ccccc2)CC1. Reaction SMILES: [CH2:18]([c:19]1[cH:20][cH:21][cH:22][cH:23][cH:24]1)[N:25]1[CH2:26][CH2:27][C:28](=[O:31])[CH2:29][CH2:30]1.[CH3:1][O:2][c:3]1[n:4][cH:5][cH:6][cH:7][c:8]1-[c:9]1[nH:10][c:11]2[cH:12][cH:13][cH:14][cH:15][c:16]2[cH:17]1.[CH3:32][C:33](=[O:34])[OH:35]>>[CH3:1][O:2][c:3]1[n:4][cH:5][cH:6][cH:7][c:8]1-[c:9]1[nH:10][c:11]2[cH:12][cH:13][cH:14][cH:15][c:16]2[c:17]1[C:28]1=[CH:27][CH2:26][N:25]([CH2:18][c:19]2[cH:20][cH:21][cH:22][cH:23][cH:24]2)[CH2:30][CH2:29]1. The reactants are COC1=CC2=C(CC(N(CC2)CCCCl)=O)C=C1OC (3-(7,8-dimethoxy-1,3,4,5-tetrahydro-2H-3-benzazepin-2-on-3-yl)-1-chloropropane), COC=1C=C(C=CC1OC)N(CCN)C (2-[N-(3,4-dimethoxyphenyl)-methylamino]-ethylamine). Yields the product COC1=CC2=C(CC(N(CC2)CCCNCCN(C2=CC(=C(C=C2)OC)OC)C)=O)C=C1OC (N-[3-(7,8-Dimethoxy-1,3,4,5-tetrahydro-2H-3-benzazepin-2-on-3-yl)-propyl]-2-[N-(3,4-dimethoxyphenyl)-methylamino]-ethylamine). RXN SMILES: [CH3:1][O:2][C:3]1[C:18]([O:19][CH3:20])=[CH:17][C:6]2[CH2:7][C:8](=[O:16])[N:9]([CH2:12][CH2:13][CH2:14]Cl)[CH2:10][CH2:11][C:5]=2[CH:4]=1.[CH3:21][O:22][C:23]1[CH:24]=[C:25]([N:31]([CH3:35])[CH2:32][CH2:33][NH2:34])[CH:26]=[CH:27][C:28]=1[O:29][CH3:30]>>[CH3:1][O:2][C:3]1[C:18]([O:19][CH3:20])=[CH:17][C:6]2[CH2:7][C:8](=[O:16])[N:9]([CH2:12][CH2:13][CH2:14][NH:34][CH2:33][CH2:32][N:31]([CH3:35])[C:25]3[CH:26]=[CH:27][C:28]([O:29][CH3:30])=[C:23]([O:22][CH3:21])[CH:24]=3)[CH2:10][CH2:11][C:5]=2[CH:4]=1. Procedure details: The title compound is prepared from 3-(7,8-dimethoxy-1,3,4,5-tetrahydro-2H-3-benzazepin-2-on-3-yl)-1-chloropropane and 2-[N-(3,4-dimethoxyphenyl)-methylamino]-ethylamine analogously to Example 6. Yields the product C(C1=CC=CC=C1)O[C@H]1[C@@H](O[C@@H]([C@H]([C@@H]1OCC1=CC=CC=C1)OCC1=CC=CC=C1)COCC1=CC=CC=C1)C1=CC(=C(C=C1)Cl)CC=1SC(=CC1)C1=NC=CC=N1 (1-(2,3,4,6-tetra-O-benzyl-β-D-glucopyranosyl)-4-chloro-3-(5-(2-pyrimidinyl)-2-thienylmethyl)benzene). Reactants: C(C1=CC=CC=C1)O[C@H]1[C@@H](O[C@@H]([C@H]([C@@H]1OCC1=CC=CC=C1)OCC1=CC=CC=C1)COCC1=CC=CC=C1)C1=CC(=C(C=C1)Cl)CC=1SC(=CC1)Br (1-(2,3,4,6-tetra-O-benzyl-β-D-glucopyranosyl)-3-(5-bromo-2-thienylmethyl)-4-chlorobenzene), C(CCC)[Sn](C1=NC=CC=N1)(CCCC)CCCC (tri-n-butyl(2-pyrimidinyl)tin), O (water). RXN SMILES: [CH2:1]([O:8][C@@H:9]1[C@@H:14]([O:15][CH2:16][C:17]2[CH:22]=[CH:21][CH:20]=[CH:19][CH:18]=2)[C@H:13]([O:23][CH2:24][C:25]2[CH:30]=[CH:29][CH:28]=[CH:27][CH:26]=2)[C@@H:12]([CH2:31][O:32][CH2:33][C:34]2[CH:39]=[CH:38][CH:37]=[CH:36][CH:35]=2)[O:11][C@H:10]1[C:40]1[CH:45]=[CH:44][C:43]([Cl:46])=[C:42]([CH2:47][C:48]2[S:49][C:50](Br)=[CH:51][CH:52]=2)[CH:41]=1)[C:2]1[CH:7]=[CH:6][CH:5]=[CH:4][CH:3]=1.C([Sn](CCCC)(CCCC)[C:59]1[N:64]=[CH:63][CH:62]=[CH:61][N:60]=1)CCC.O>CN1CCCC1=O.C1C=CC(P(C2C=CC=CC=2)C2C=CC=CC=2)=CC=1.C1C=CC(P(C2C=CC=CC=2)C2C=CC=CC=2)=CC=1.Cl[Pd]Cl>[CH2:1]([O:8][C@@H:9]1[C@@H:14]([O:15][CH2:16][C:17]2[CH:22]=[CH:21][CH:20]=[CH:19][CH:18]=2)[C@H:13]([O:23][CH2:24][C:25]2[CH:30]=[CH:29][CH:28]=[CH:27][CH:26]=2)[C@@H:12]([CH2:31][O:32][CH2:33][C:34]2[CH:39]=[CH:38][CH:37]=[CH:36][CH:35]=2)[O:11][C@H:10]1[C:40]1[CH:45]=[CH:44][C:43]([Cl:46])=[C:42]([CH2:47][C:48]2[S:49][C:50]([C:59]3[N:64]=[CH:63][CH:62]=[CH:61][N:60]=3)=[CH:51][CH:52]=2)[CH:41]=1)[C:2]1[CH:7]=[CH:6][CH:5]=[CH:4][CH:3]=1 |f:4.5.6|. The yield is 46.5%. Solvent: CN1C(CCC1)=O (N-methyl-2-pyrrolidinone). Procedure details: A mixed solution of the above 1-(2,3,4,6-tetra-O-benzyl-β-D-glucopyranosyl)-3-(5bromo-2-thienylmethyl)-4-chlorobenzene 53 (200 mg), tri-n-butyl(2-pyrimidinyl)tin 54 (137 mg) and bis(triphenylphosphine)palladium(II)dichloride (9 mg) in N-methyl-2-pyrrolidinone (5 ml) was stirred at 100° C. four 7 hours under argon atmosphere. The mixture was cooled to room temperature, and water was added thereto, and the mixture was extracted with ethyl acetate. The extract was washed with water and subsequently... Reagents/catalysts: C1=CC=C(C=C1)P(C2=CC=CC=C2)C3=CC=CC=C3.C1=CC=C(C=C1)P(C2=CC=CC=C2)C3=CC=CC=C3.Cl[Pd]Cl (bis(triphenylphosphine)palladium(II)dichloride).